From a dataset of the Open Reaction Database (ORD), a public repository of structured organic reaction records. describe an organic reaction: reactants, conditions, products, and yield The reactants are [OH-].[Na+] (sodium hydroxide), C(C)(C)(C)OC(=O)N[C@@H]1CN(C[C@@H]1C)C1=C(C=C2C(C(=CN(C2=C1)C1CC1)C(=O)OCC)=O)F (ethyl 7-[(3S,4S)-3-(tert-butoxycarbonyl)amino-4-methylpyrrolidin-1-yl]-1-cyclopropyl-6-fluoro-1,4-dihydro-4-oxoquinoline-3-carboxylate), Cl (hydrochloric acid), resultant mixture. The solvent is C(C)O (ethanol), C(C)O (ethanol). Conditions: time 3 hour. Product: C(C)(C)(C)OC(=O)N[C@@H]1CN(C[C@@H]1C)C1=C(C=C2C(C(=CN(C2=C1)C1CC1)C(=O)O)=O)F (7-[(3S,4S)-3-(tert-Butoxycarbonyl)amino-4-methylpyrrolidin-1-yl]-1-cyclopropyl-6-fluoro-1,4-dihydro-4-oxoquinoline-3-carboxylic acid). Isolated yield 48.1%. RXN SMILES: [OH-].[Na+].[C:3]([O:7][C:8]([NH:10][C@H:11]1[C@@H:15]([CH3:16])[CH2:14][N:13]([C:17]2[CH:26]=[C:25]3[C:20]([C:21](=[O:35])[C:22]([C:30]([O:32]CC)=[O:31])=[CH:23][N:24]3[CH:27]3[CH2:29][CH2:28]3)=[CH:19][C:18]=2[F:36])[CH2:12]1)=[O:9])([CH3:6])([CH3:5])[CH3:4].Cl>C(O)C>[C:3]([O:7][C:8]([NH:10][C@H:11]1[C@@H:15]([CH3:16])[CH2:14][N:13]([C:17]2[CH:26]=[C:25]3[C:20]([C:21](=[O:35])[C:22]([C:30]([OH:32])=[O:31])=[CH:23][N:24]3[CH:27]3[CH2:29][CH2:28]3)=[CH:19][C:18]=2[F:36])[CH2:12]1)=[O:9])([CH3:4])([CH3:5])[CH3:6] |f:0.1|. Procedure details: A 1 mol/L aqueous sodium hydroxide solution (5 mL, 5 mmol) was added under cooling with ice to ethyl 7-[(3S,4S)-3-(tert-butoxycarbonyl)amino-4-methylpyrrolidin-1-yl]-1-cyclopropyl-6-fluoro-1,4-dihydro-4-oxoquinoline-3-carboxylate (957 mg, 1.96 mmol) in ethanol (10 mL), and the mixture was stirred at room temperature for 3 hours. The resultant mixture was neutralized with 1 mol/L hydrochloric acid under cooling with ice, and ethanol was removed under reduced pressure. Subsequently, 1 mol/L hydroc...